From a dataset of the Open Reaction Database (ORD), a public repository of structured organic reaction records. describe an organic reaction: reactants, conditions, products, and yield Starting materials: COC(=O)C1CC(S(=O)(=O)c2ccc(F)cc2Cl)CN1c1cc(C)nn1CCc1ccccc1, [Li+], [OH-]. The product is Cc1cc(N2CC(S(=O)(=O)c3ccc(F)cc3Cl)CC2C(=O)O)n(CCc2ccccc2)n1. RXN SMILES: [CH3:1][O:2][C:3](=[O:4])[CH:5]1[N:6]([c:21]2[cH:22][c:23]([CH3:34])[n:24][n:25]2[CH2:26][CH2:27][c:28]2[cH:29][cH:30][cH:31][cH:32][cH:33]2)[CH2:7][CH:8]([S:10](=[O:11])(=[O:12])[c:13]2[c:14]([Cl:20])[cH:15][c:16]([F:19])[cH:17][cH:18]2)[CH2:9]1.[Li+:35].[OH-:36]>>[O:2]=[C:3]([OH:4])[CH:5]1[N:6]([c:21]2[cH:22][c:23]([CH3:34])[n:24][n:25]2[CH2:26][CH2:27][c:28]2[cH:29][cH:30][cH:31][cH:32][cH:33]2)[CH2:7][CH:8]([S:10](=[O:11])(=[O:12])[c:13]2[c:14]([Cl:20])[cH:15][c:16]([F:19])[cH:17][cH:18]2)[CH2:9]1. Reactants: [N+](=O)([O-])C=1C=C(C=C(C1)C(F)(F)F)O (3-nitro-5-trifluoromethyl-phenol), BrC(C(=O)OCC)(C)C (ethyl bromoisobutyrate). Product: C(C)OC(C(C)(OC1=CC(=CC(=C1)C(F)(F)F)[N+](=O)[O-])C)=O (2-Methyl-2-(3-nitro-5-trifluoromethyl-phenoxy)-propionic acid ethyl ester). RXN SMILES: [N+:1]([C:4]1[CH:5]=[C:6]([OH:14])[CH:7]=[C:8]([C:10]([F:13])([F:12])[F:11])[CH:9]=1)([O-:3])=[O:2].Br[C:16]([CH3:23])([CH3:22])[C:17]([O:19][CH2:20][CH3:21])=[O:18]>>[CH2:20]([O:19][C:17](=[O:18])[C:16]([CH3:23])([O:14][C:6]1[CH:7]=[C:8]([C:10]([F:11])([F:12])[F:13])[CH:9]=[C:4]([N+:1]([O-:3])=[O:2])[CH:5]=1)[CH3:22])[CH3:21]. Procedure: In analogy to the procedure described in example 52A], 3-nitro-5-trifluoromethyl-phenol [PCT Int. Appl. (1994), WO 94/20467A1] was reacted with ethyl bromoisobutyrate to yield the title compound as yellow oil. Reaction SMILES: [CH3:1][C:2]1[N:3]=[C:4]([C:10]2[CH:11]=[N:12][CH:13]=[CH:14][CH:15]=2)[S:5][C:6]=1[N+:7]([O-])=O.[Sn](Cl)Cl.C(OC)(C)(C)C.[Cl-].[Na+]>Cl.C(OCC)(=O)C>[CH3:1][C:2]1[N:3]=[C:4]([C:10]2[CH:11]=[N:12][CH:13]=[CH:14][CH:15]=2)[S:5][C:6]=1[NH2:7] |f:3.4|. Reactants: CC=1N=C(SC1[N+](=O)[O-])C=1C=NC=CC1 (3-(4-methyl-5-nitro-1,3-thiazol-2-yl)pyridine), [Sn](Cl)Cl (tin(II) chloride), ice sodium hydroxide, C(C)(C)(C)OC (methyl t-butyl ether), [Cl-].[Na+] (sodium chloride). Reaction conditions: time 1 hour. Solvent: Cl (hydrochloric acid), Cl (hydrochloric acid), Cl (hydrochloric acid), C(C)(=O)OCC (ethyl acetate). Procedure: 10.1 g (45.6 mmol) of 3-(4-methyl-5-nitro-1,3-thiazol-2-yl)pyridine (for preparation see DE 2221647) were dissolved in 100 ml of 10% hydrochloric acid together with 10 ml of conc. hydrochloric acid, and 25 g of tin(II) chloride dissolved in 10% hydrochloric acid were added in portions, and the mixture was stirred for 1 h (hour), in the course of which heating occurred. The mixture was poured into ice/sodium hydroxide solution, methyl t-butyl ether, ethyl acetate and saturated sodium chloride sol... Product: CC=1N=C(SC1N)C=1C=NC=CC1 (4-Methyl-2-(pyridin-3-yl)-1,3-thiazole-5-amine). The reactants are COC(=O)C(=NOC1(OC(=O)OC(C)(C)C)CCC1)c1ccco1, C1CCC1, CCO, CS(C)=O. The product is COC(=O)C(=NOC1(C(=O)O)CCC1)c1ccco1. Reaction SMILES: [C:1]([O:2][C:3]([O:4][C:9]1([O:13][N:14]=[C:15]([C:16](=[O:17])[O:18][CH3:19])[c:20]2[o:21][cH:22][cH:23][cH:24]2)[CH2:10][CH2:11][CH2:12]1)=[O:5])([CH3:6])([CH3:7])[CH3:8].[CH2:28]1[CH2:29][CH2:30][CH2:31]1.[CH3:25][CH2:26][OH:27].[CH3:32][S:33](=[O:34])[CH3:35]>>[C:9]1([O:13][N:14]=[C:15]([C:16](=[O:17])[O:18][CH3:19])[c:20]2[o:21][cH:22][cH:23][cH:24]2)([C:26]([OH:27])=[O:34])[CH2:10][CH2:11][CH2:12]1. Starting materials: C(C1=CC=CC=C1)OC1=C(C=C(C=C1)[C@H](CNCCC1=CC=C(C=C1)OCCC1=CC(=C(C=C1)OCC1=CC=CC=C1)[C@H](CCN(C(C)C)C(C)C)C1=CC=CC=C1)O[Si](C)(C)C(C)(C)C)NC=O (N-{2-(benzyloxy)-5-[(1R)-2-({2-[4-(2-{4-(benzyloxy)-3-[(1R)-3-(diisopropylamino)-1-phenylpropyl]phenyl}ethoxy)phenyl]ethyl}amino)-1-{[tert-butyl(dimethyl)silyl]oxy}ethyl]phenyl}formamide), C(=O)[O-].[NH4+] (ammonium formate). Reagents/catalysts: [OH-].[OH-].[Pd+2] (palladium hydroxide on carbon). The solvent is CO (methanol). Run at temperature 90 celsius. Yields the product [Si](C)(C)(C(C)(C)C)O[C@@H](CNCCC1=CC=C(C=C1)OCCC1=CC(=C(C=C1)O)[C@H](CCN(C(C)C)C(C)C)C1=CC=CC=C1)C=1C=CC(=C(C1)NC=O)O (N-{5-[(1R)-1-{[tert-butyl(dimethyl)silyl]oxy}-2-({2-[4-(2-{3-[(1R)-3-(diisopropylamino)-1-phenylpropyl]-4-hydroxyphenyl}ethoxy)phenyl]ethyl}amino)ethyl]-2-hydroxyphenyl}formamide). RXN SMILES: C([O:8][C:9]1[CH:14]=[CH:13][C:12]([C@@H:15]([O:59][Si:60]([C:63]([CH3:66])([CH3:65])[CH3:64])([CH3:62])[CH3:61])[CH2:16][NH:17][CH2:18][CH2:19][C:20]2[CH:25]=[CH:24][C:23]([O:26][CH2:27][CH2:28][C:29]3[CH:34]=[CH:33][C:32]([O:35]CC4C=CC=CC=4)=[C:31]([C@@H:43]([C:53]4[CH:58]=[CH:57][CH:56]=[CH:55][CH:54]=4)[CH2:44][CH2:45][N:46]([CH:50]([CH3:52])[CH3:51])[CH:47]([CH3:49])[CH3:48])[CH:30]=3)=[CH:22][CH:21]=2)=[CH:11][C:10]=1[NH:67][CH:68]=[O:69])C1C=CC=CC=1.C([O-])=O.[NH4+]>CO.[OH-].[OH-].[Pd+2]>[Si:60]([O:59][C@H:15]([C:12]1[CH:13]=[CH:14][C:9]([OH:8])=[C:10]([NH:67][CH:68]=[O:69])[CH:11]=1)[CH2:16][NH:17][CH2:18][CH2:19][C:20]1[CH:25]=[CH:24][C:23]([O:26][CH2:27][CH2:28][C:29]2[CH:34]=[CH:33][C:32]([OH:35])=[C:31]([C@@H:43]([C:53]3[CH:54]=[CH:55][CH:56]=[CH:57][CH:58]=3)[CH2:44][CH2:45][N:46]([CH:47]([CH3:49])[CH3:48])[CH:50]([CH3:52])[CH3:51])[CH:30]=2)=[CH:22][CH:21]=1)([C:63]([CH3:66])([CH3:64])[CH3:65])([CH3:62])[CH3:61] |f:1.2,4.5.6|. Procedure details: N-{2-(benzyloxy)-5-[(1R)-2-({2-[4-(2-{4-(benzyloxy)-3-[(1R)-3-(diisopropylamino)-1-phenylpropyl]phenyl}ethoxy)phenyl]ethyl}amino)-1-{[tert-butyl(dimethyl)silyl]oxy}ethyl]phenyl}formamide (Preparation 45, 174 mg, 0.18 mmol) was dissolved in methanol (20 ml) and ammonium formate (230 mg, 3.7 mmol) and 20% palladium hydroxide on carbon (26 mg) added. The stirred reaction was then heated at 90° C. for 2 hours. After cooling to room temperature, the mixture was filtered and solvent removed in vacuo. ... Reactants: C(C=C)OCC1CO1 (allylglycidyl ether), C(C=C)[SiH](OC)OC (allyldimethoxysilane). Reagents/catalysts: [H+].[H+].Cl[Pt-2](Cl)(Cl)(Cl)(Cl)Cl (chloroplatinic acid). The product is CO[Si](CC=C)(CCCOCC1CO1)OC (4,4-dimethoxy-7-glycidoxy-4-sila-1-heptene). Yield: 43023.8%. Reported procedure: Using the same apparatus and procedure described in EXAMPLE 1, 12.1 g (0.11 mmol) of allylglycidyl ether and 60 μl of 1% chloroplatinic acid in isopropanol were added to the flask. Through the dropping funnel was added dropwise 6.6 g (0.05 mmol) of allyldimethoxysilane at 80° C. and the solution was further reacted for 2 hrs to complete the reaction. Vacuum distillation (83°-85° C.) of the product mixture gave 5.3 g (43.5%) of 4,4-dimethoxy-7-glycidoxy-4-sila-1-heptene. As a reaction SMILES: [CH2:1]([O:4][CH2:5][CH:6]1[O:8][CH2:7]1)[CH:2]=[CH2:3].[CH2:9]([SiH:12]([O:15][CH3:16])[O:13][CH3:14])[CH:10]=[CH2:11]>C(O)(C)C.[H+].[H+].Cl[Pt-2](Cl)(Cl)(Cl)(Cl)Cl>[CH3:14][O:13][Si:12]([O:15][CH3:16])([CH2:3][CH2:2][CH2:1][O:4][CH2:5][CH:6]1[O:8][CH2:7]1)[CH2:9][CH:10]=[CH2:11] |f:3.4.5|. The solvent is C(C)(C)O (isopropanol). Starting materials: O=c1[nH]nc(Br)c(=O)[nH]1, ClCCl, OCc1ccc2c(c1)OC(F)(F)O2, CC(C)(C)OC(=O)N=NC(=O)OC(C)(C)C, O, c1ccc(P(c2ccccc2)c2ccccc2)cc1. Product: O=c1[nH]nc(Br)c(=O)n1Cc1ccc2c(c1)OC(F)(F)O2. As a reaction SMILES: [Br:1][c:2]1[c:3](=[O:9])[nH:4][c:5](=[O:8])[nH:6][n:7]1.[Cl:59][CH2:60][Cl:61].[F:29][C:30]1([F:41])[O:31][c:32]2[c:33]([cH:35][cH:36][c:37]([CH2:39][OH:40])[cH:38]2)[O:34]1.[N:42]([C:43]([O:44][C:45]([CH3:46])([CH3:47])[CH3:48])=[O:49])=[N:50][C:51]([O:52][C:53]([CH3:54])([CH3:55])[CH3:56])=[O:57].[OH2:58].[c:10]1([P:11]([c:12]2[cH:13][cH:14][cH:15][cH:16][cH:17]2)[c:18]2[cH:19][cH:20][cH:21][cH:22][cH:23]2)[cH:24][cH:25][cH:26][cH:27][cH:28]1>>[Br:1][c:2]1[c:3](=[O:9])[n:4]([CH2:39][c:37]2[cH:36][cH:35][c:33]3[c:32]([cH:38]2)[O:31][C:30]([F:29])([F:41])[O:34]3)[c:5](=[O:8])[nH:6][n:7]1. Starting materials: COc1ccc(C2(c3cccc(Br)c3)N=C(N)c3ncccc32)cc1, O=C([O-])[O-], O=C([O-])O, CC(=O)[O-], COCCOC, CCO, [Cs+], [Cs+], [Na+], O, OB(O)c1cncnc1. The product is COc1ccc(C2(c3cccc(-c4cncnc4)c3)N=C(N)c3ncccc32)cc1. As a reaction SMILES: [Br:1][c:2]1[cH:3][c:4]([C:8]2([c:18]3[cH:19][cH:20][c:21]([O:24][CH3:25])[cH:22][cH:23]3)[N:9]=[C:10]([NH2:17])[c:11]3[n:12][cH:13][cH:14][cH:15][c:16]32)[cH:5][cH:6][cH:7]1.[C:35](=[O:36])([O-:37])[O-:38].[C:45](=[O:46])([O-:47])[OH:48].[CH3:41][C:42](=[O:43])[O-:44].[CH3:50][O:51][CH2:52][CH2:53][O:54][CH3:55].[CH3:56][CH2:57][OH:58].[Cs+:39].[Cs+:40].[Na+:49].[OH2:59].[n:26]1[cH:27][n:28][cH:29][c:30]([B:32]([OH:33])[OH:34])[cH:31]1>>[c:2]1(-[c:30]2[cH:29][n:28][cH:27][n:26][cH:31]2)[cH:3][c:4]([C:8]2([c:18]3[cH:19][cH:20][c:21]([O:24][CH3:25])[cH:22][cH:23]3)[N:9]=[C:10]([NH2:17])[c:11]3[n:12][cH:13][cH:14][cH:15][c:16]32)[cH:5][cH:6][cH:7]1. The reactants are C(C)(C)N1C(=C(C=2C1=NC=CC2)C2=CC=C(C=C2)F)C(Br)Br (1-isopropyl-2-dibromomethyl-3-(4-fluorophenyl)1H-pyrrolo[2,3-b]pyridine), C([O-])([O-])=O.[Ca+2] (calcium carbonate), O (water). Run in C(C)O (ethanol). Yields the product C(C)(C)N1C(=C(C=2C1=NC=CC2)C2=CC=C(C=C2)F)C=O (1-isopropyl-2-formyl-3-(4-fluorophenyl)-1H-pyrrolo[2,3-b]pyridine). RXN SMILES: [CH:1]([N:4]1[C:8]2=[N:9][CH:10]=[CH:11][CH:12]=[C:7]2[C:6]([C:13]2[CH:18]=[CH:17][C:16]([F:19])=[CH:15][CH:14]=2)=[C:5]1[CH:20](Br)Br)([CH3:3])[CH3:2].C(=O)([O-])[O-:24].[Ca+2].O>C(O)C>[CH:1]([N:4]1[C:8]2=[N:9][CH:10]=[CH:11][CH:12]=[C:7]2[C:6]([C:13]2[CH:18]=[CH:17][C:16]([F:19])=[CH:15][CH:14]=2)=[C:5]1[CH:20]=[O:24])([CH3:3])[CH3:2] |f:1.2|. Reported procedure: 1 g of the product of step 1, above, in 35 ml of 100% ethanol is mixed with 0.4g of calcium carbonate (powdered) and 15 ml of water. The mixture is refluxed for about 4 hours, then cooled, quenched with water and extracted with ethyl acetate. The extracts are dried and then evaporated to dryness to yield a dark amber gum, which is chromatographed on prep. plates, using petroleum ether/ether (85/15) and the largest (second of three) major band eluted with ethyl acetate to obtain the title product... Starting materials: O=C(O)c1cc2cc([N+](=O)[O-])cc(Cl)c2s1, [Cu], c1ccc2ncccc2c1. Yields the product O=[N+]([O-])c1cc(Cl)c2sccc2c1. As a reaction SMILES: [Cl:1][c:2]1[cH:3][c:4]([N+:14](=[O:15])[O-:16])[cH:5][c:6]2[c:7]1[s:8][c:9]([C:11]([OH:12])=[O:13])[cH:10]2.[Cu:27].[cH:17]1[cH:18][c:19]2[c:20]([n:21][cH:22][cH:23][cH:24]2)[cH:25][cH:26]1>>[Cl:1][c:2]1[cH:3][c:4]([N+:14](=[O:15])[O-:16])[cH:5][c:6]2[c:7]1[s:8][cH:9][cH:10]2.